This data is from the Open Reaction Database (ORD), a public repository of structured organic reaction records. The task is: describe an organic reaction: reactants, conditions, products, and yield Starting materials: C(C)OC(C(=C(C)N)C=S)=O (3-Amino-2-thioformyl-but-2-enoic acid ethyl ester), ClC1=CC(=CC=C1)C(=O)OO (m-chloroperbenzoic acid). Solvent: C(C)O (ethanol), C(C)O (ethanol), CCOCC (ether). The product is C(C)OC(=O)C=1C(=NSC1)C (3-Methyl-isothiazole-4-carboxylic acid ethyl ester). RXN SMILES: [CH2:1]([O:3][C:4](=[O:11])[C:5]([CH:9]=[S:10])=[C:6]([NH2:8])[CH3:7])[CH3:2].ClC1C=CC=C(C(OO)=O)C=1>C(O)C.CCOCC>[CH2:1]([O:3][C:4]([C:5]1[C:6]([CH3:7])=[N:8][S:10][CH:9]=1)=[O:11])[CH3:2]. Procedure details: To a solution of 3-amino-2-thioformyl-but-2-enoic acid ethyl ester (method 52) (25.6 g, 147 mmol) in ethanol (300 mL), was added m-chloroperbenzoic acid (33.3 g, 77%, 149 mmol) in ethanol (200 mL) dropwise with stirring at room temperature. After the completion of the addition the reaction mixture was heated at 75° C. for 2 h after which the MS showed the complete disappearance of the starting material. The reaction mixture was diluted with ether (500 mL) and the ethereal solution was washed wit... Starting materials: IC=1C=NN(C1)C1CC(C1)=O (3-(4-Iodo-pyrazol-1-yl)cyclobutanone), IC=1C=NN(C1)C1CC(C1)=O (3-(4-Iodo-pyrazol-1-yl)cyclobutanone), [BH4-].[Na+] (sodium borohydride), C(C)O (ethanol). Reaction conditions: temperature 0 celsius, time 3 hour. Yields the product IC=1C=NN(C1)C1CC(C1)O (3-(4-Iodo-1H-pyrazol-1-yl)cyclobutanol). Isolated yield 94.9%. RXN SMILES: [I:1][C:2]1[CH:3]=[N:4][N:5]([CH:7]2[CH2:10][C:9](=[O:11])[CH2:8]2)[CH:6]=1.[BH4-].[Na+].C(O)C>>[I:1][C:2]1[CH:3]=[N:4][N:5]([CH:7]2[CH2:8][CH:9]([OH:11])[CH2:10]2)[CH:6]=1 |f:1.2|. Procedure: 3-(4-Iodo-pyrazol-1-yl)cyclobutanone (Compound 100D, 1.000 g, 3.816 mmol), sodium borohydride (145.8 mg, 3.854 mmol) and ethanol (22.28 mL, 381.6 mmol) were added to a round bottom flask and the reaction mixture was stirred at 0° C. for 3 h. Reaction mixture was concentrated in vacuo and washed with water extracting with DCM. The organic layer was dried over anhydrous Na2SO4 and concentrated in vacuo to afford 956 mg of the final compound as colorless oil. Compound was taken on to the next step ... The reactants are ClC1=C(N=CC(=N1)N[C@@H](C(=O)N)C)C#N ((R)-2-(6-chloro-5-cyanopyrazin-2-ylamino)propanamide), NC=1C=C2C=CC=NC2=CC1 (6-aminoquinoline), C(=O)([O-])[O-].[K+].[K+] (K2CO3), C=1C=CC(=CC1)P(C=2C=CC=CC2)C3=CC=C4C=CC=CC4=C3C5=C6C=CC=CC6=CC=C5P(C=7C=CC=CC7)C=8C=CC=CC8 (BINAP). The reagents and catalysts are CC(=O)[O-].CC(=O)[O-].[Pd+2] (Pd(OAc)2). Run in O1CCOCC1 (dioxane). Reaction conditions: time 20 hour. The product is C(#N)C=1N=CC(=NC1NC=1C=C2C=CC=NC2=CC1)N[C@@H](C(=O)N)C ((R)-2-(5-cyano-6-(quinolin-6-ylamino)pyrazin-2-ylamino)propanamide). Isolated yield 10.5%. As a reaction SMILES: Cl[C:2]1[N:7]=[C:6]([NH:8][C@H:9]([CH3:13])[C:10]([NH2:12])=[O:11])[CH:5]=[N:4][C:3]=1[C:14]#[N:15].[NH2:16][C:17]1[CH:18]=[C:19]2[C:24](=[CH:25][CH:26]=1)[N:23]=[CH:22][CH:21]=[CH:20]2.C([O-])([O-])=O.[K+].[K+].C1C=CC(P(C2C(C3C(P(C4C=CC=CC=4)C4C=CC=CC=4)=CC=C4C=3C=CC=C4)=C3C(C=CC=C3)=CC=2)C2C=CC=CC=2)=CC=1>O1CCOCC1.CC([O-])=O.CC([O-])=O.[Pd+2]>[C:14]([C:3]1[N:4]=[CH:5][C:6]([NH:8][C@H:9]([CH3:13])[C:10]([NH2:12])=[O:11])=[N:7][C:2]=1[NH:16][C:17]1[CH:18]=[C:19]2[C:24](=[CH:25][CH:26]=1)[N:23]=[CH:22][CH:21]=[CH:20]2)#[N:15] |f:2.3.4,7.8.9|. Reported procedure: A mixture of (R)-2-(6-chloro-5-cyanopyrazin-2-ylamino)propanamide (97 mg, 0.430 mmol), 6-aminoquinoline (62 mg, 0.430 mmol), K2CO3 (100 mg, 0.724 mmol), BINAP (30 mg, 0.048 mmol) and Pd(OAc)2 (15 mg, 0.066 mmol) in dioxane (2 mL) was degassed with Ar, then was stirred at 110 C for 20 h. The mixture was concentrated in vacuo. The residue was purified by HPLC to give (R)-2-(5-cyano-6-(quinolin-6-ylamino)pyrazin-2-ylamino)propanamide (15 mg). The compound (R)-2-(5-cyano-6-(quinolin-6-ylamino)pyrazi... Reactants: O=C(c1ccc(-c2cc(C(F)(F)F)cc(C(F)(F)F)c2)c(Br)c1)N1CCC(c2cccnc2)C1, COc1cncc(B2OC(C)(C)C(C)(C)O2)c1, Cc1ccccc1, CCO, [Na+], [Na+], O=C([O-])[O-]. Yields the product COc1cncc(-c2cc(C(=O)N3CCC(c4cccnc4)C3)ccc2-c2cc(C(F)(F)F)cc(C(F)(F)F)c2)c1. Reaction SMILES: [Br:1][c:2]1[c:3](-[c:21]2[cH:22][c:23]([C:31]([F:32])([F:33])[F:34])[cH:24][c:25]([C:27]([F:28])([F:29])[F:30])[cH:26]2)[cH:4][cH:5][c:6]([C:8](=[O:9])[N:10]2[CH2:11][CH:12]([c:15]3[cH:16][n:17][cH:18][cH:19][cH:20]3)[CH2:13][CH2:14]2)[cH:7]1.[CH3:35][O:36][c:37]1[cH:38][n:39][cH:40][c:41]([B:43]2[O:44][C:45]([CH3:46])([CH3:47])[C:48]([CH3:49])([CH3:50])[O:51]2)[cH:42]1.[CH3:58][c:59]1[cH:60][cH:61][cH:62][cH:63][cH:64]1.[CH3:65][CH2:66][OH:67].[Na+:52].[Na+:53].[O-:54][C:55](=[O:56])[O-:57]>>[c:2]1(-[c:41]2[cH:40][n:39][cH:38][c:37]([O:36][CH3:35])[cH:42]2)[c:3](-[c:21]2[cH:22][c:23]([C:31]([F:32])([F:33])[F:34])[cH:24][c:25]([C:27]([F:28])([F:29])[F:30])[cH:26]2)[cH:4][cH:5][c:6]([C:8](=[O:9])[N:10]2[CH2:11][CH:12]([c:15]3[cH:16][n:17][cH:18][cH:19][cH:20]3)[CH2:13][CH2:14]2)[cH:7]1. Reactants: C1OC2=CC(=C(C=C2O1)CC(=O)OC)C(C1=CC=C(C=C1)[N+](=O)[O-])=O (methyl 4,5-methylenedioxy-2-(4-nitrobenzoyl)phenylacetate), O.NN (hydrazine hydrate), C(C)(=O)O (acetic acid). The solvent is C(C)O (ethanol). The product is C1OC=2C(=CC3=C(CC(NN=C3C3=CC=C(C=C3)[N+](=O)[O-])=O)C2)O1 (7,8-Methylenedioxy-1-(4-nitrophenyl)-3,5-dihydro-2,3-benzodiazepin-4(4H)-one). The yield is 47.3%. As a reaction SMILES: [CH2:1]1[O:9][C:8]2[C:3](=[CH:4][C:5]([C:15](=O)[C:16]3[CH:21]=[CH:20][C:19]([N+:22]([O-:24])=[O:23])=[CH:18][CH:17]=3)=[C:6]([CH2:10][C:11](OC)=[O:12])[CH:7]=2)[O:2]1.O.[NH2:27][NH2:28].C(O)(=O)C>C(O)C>[CH2:1]1[O:2][C:3]2=[CH:4][C:5]3[C:15]([C:16]4[CH:21]=[CH:20][C:19]([N+:22]([O-:24])=[O:23])=[CH:18][CH:17]=4)=[N:28][NH:27][C:11](=[O:12])[CH2:10][C:6]=3[CH:7]=[C:8]2[O:9]1 |f:1.2|. Procedure: A solution of methyl 4,5-methylenedioxy-2-(4-nitrobenzoyl)phenylacetate (90 mg, 0.26 mmol), hydrazine hydrate (50 μL, 0.88 mmol), and acetic acid (40 μL) in ethanol (15 mL) was refluxed for 4 days. A yellow solid precipitated out from the solution. After cooling, the solvent was removed via pipette and the solid was washed with EtOAc (twice) and hexane, dried in vacuo to provide the title compound (40 mg, 47%), mp: 293°-295° C. 1H NMR (DMSO-d6) 11.2 (s, 1H), 8.31(d, 2H, J=8.8), 7.79 (d, 2H, J=8....